From a dataset of the Open Reaction Database (ORD), a public repository of structured organic reaction records. describe an organic reaction: reactants, conditions, products, and yield The reactants are O=C(Cl)c1ccccc1, ClCCl, CCOC(=O)C(N)C#N, [Na+], O=C([O-])O, O. Yields the product CCOC(=O)C(C#N)NC(=O)c1ccccc1. As a reaction SMILES: [C:15]([c:16]1[cH:17][cH:18][cH:19][cH:20][cH:21]1)(=[O:22])[Cl:23].[Cl:24][CH2:25][Cl:26].[NH2:1][CH:2]([C:3](=[O:4])[O:5][CH2:6][CH3:7])[C:8]#[N:9].[Na+:14].[O-:10][C:11]([OH:12])=[O:13].[OH2:27]>>[NH:1]([CH:2]([C:3](=[O:4])[O:5][CH2:6][CH3:7])[C:8]#[N:9])[C:15]([c:16]1[cH:17][cH:18][cH:19][cH:20][cH:21]1)=[O:22]. Reactants: C(C)N(CCOC1=CC(=CC=C1)[N+](=O)[O-])CC (diethyl-[2-(3-nitro-phenoxy)-ethyl]-amine), CO (MeOH), C(C)N(CCOC=1C=C(C=CC1)N)CC (3-(2-Diethylamino-ethoxy)-phenyl-amine). The reagents and catalysts are [Pd] (Pd). Conditions: time 2 hour. Yields the product COC(C1=C(C=C(C=C1)N)OCCN(CC)CC)=O (4-Amino-2-(2-diethylamino-ethoxy)-benzoic acid methyl ester). Reaction SMILES: [CH2:1]([N:3]([CH2:14][CH3:15])[CH2:4][CH2:5][O:6][C:7]1[CH:8]=[C:9]([NH2:13])[CH:10]=[CH:11][CH:12]=1)[CH3:2].C(N(CC)C[CH2:20][O:21][C:22]1C=CC=C([N+]([O-])=O)C=1)C.C[OH:34]>[Pd]>[CH3:22][O:21][C:20](=[O:34])[C:12]1[CH:11]=[CH:10][C:9]([NH2:13])=[CH:8][C:7]=1[O:6][CH2:5][CH2:4][N:3]([CH2:1][CH3:2])[CH2:14][CH3:15]. Reported procedure: 3-(2-Diethylamino-ethoxy)-phenyl-amine can be prepared by the following procedure. In a Parr pressure bottle, a solution of diethyl-[2-(3-nitro-phenoxy)-ethyl]-amine (2.72 mmol) (from Example 11) in MeOH (10 mL) is added Pd (5% on carbon, 50% wet, 10% weight). The suspension is shaken at 40 psi of H2 for 2 h. The reaction is filtered through celite. The solvent is removed under reduced pressure to afford the title compound in quantitative yield. MS (m/z) (M+1)+ 267.1. Reactants: CC(C)O, NC(=O)C1CCCCC1Nc1nc(Cl)ncc1Cl, Cl, CN1C(=O)CCCc2cc(N)ccc21, C1COCCO1. Yields the product CN1C(=O)CCCc2cc(Nc3ncc(Cl)c(NC4CCCCC4C(N)=O)n3)ccc21. As a reaction SMILES: [CH:34]([OH:35])([CH3:36])[CH3:37].[Cl:1][c:2]1[n:3][cH:4][c:5]([Cl:18])[c:6]([NH:8][CH:9]2[CH:10]([C:15](=[O:16])[NH2:17])[CH2:11][CH2:12][CH2:13][CH2:14]2)[n:7]1.[ClH:33].[NH2:19][c:20]1[cH:21][c:22]2[c:23]([cH:31][cH:32]1)[N:24]([CH3:30])[C:25](=[O:29])[CH2:26][CH2:27][CH2:28]2.[O:38]1[CH2:39][CH2:40][O:41][CH2:42][CH2:43]1>>[c:2]1([NH:19][c:20]2[cH:21][c:22]3[c:23]([cH:31][cH:32]2)[N:24]([CH3:30])[C:25](=[O:29])[CH2:26][CH2:27][CH2:28]3)[n:3][cH:4][c:5]([Cl:18])[c:6]([NH:8][CH:9]2[CH:10]([C:15](=[O:16])[NH2:17])[CH2:11][CH2:12][CH2:13][CH2:14]2)[n:7]1. The reactants are C(CCC)[Li] (n-butyl lithium), C(C)OC(=O)N1CCC(CC1)=O (1-ethoxycarbonyl-4-piperidone), BrC1=C(C=C(C(=C1)F)Br)F (1,4-dibromo-2,5-difluorobenzene). Solvent: CCCCCC (hexane), C(C)OCC (ethyl ether), C(C)OCC (ethyl ether). Reaction conditions: temperature -50 celsius, time 0.25 hour. Product: BrC1=CC(=C(C=C1F)C1(CCN(CC1)C(=O)OCC)O)F (4-(4-Bromo-2,5-difluorophenyl)-1-ethoxycarbonyl-4-piperidinol). As a reaction SMILES: Br[C:2]1[CH:7]=[C:6]([F:8])[C:5]([Br:9])=[CH:4][C:3]=1[F:10].C([Li])CCC.[CH2:16]([O:18][C:19]([N:21]1[CH2:26][CH2:25][C:24](=[O:27])[CH2:23][CH2:22]1)=[O:20])[CH3:17]>C(OCC)C.CCCCCC>[Br:9][C:5]1[C:6]([F:8])=[CH:7][C:2]([C:24]2([OH:27])[CH2:23][CH2:22][N:21]([C:19]([O:18][CH2:16][CH3:17])=[O:20])[CH2:26][CH2:25]2)=[C:3]([F:10])[CH:4]=1. Reported procedure: A solution of 16.55 g (60.85 mmol) 1,4-dibromo-2,5-difluorobenzene in 400 ml of ethyl ether stirred at -75° C. under an argon atmosphere was treated dropwise with 24.3 ml of 2.5 M n-butyl lithium in hexane. The mixture was let warm to -50° C. and treated dropwise with a solution of 11.00 g (64.33 mmol) 1-ethoxycarbonyl-4-piperidone in 100 ml ethyl ether. After stirring a further 0.25 hour, the mixture was let warm to room temperature and extracted with ammonium chloride solution. The organic lay...